This data is from the Open Reaction Database (ORD), a public repository of structured organic reaction records. The task is: describe an organic reaction: reactants, conditions, products, and yield Starting materials: succinic acid, succinic anhydride, C(CCCO)O (1,4-butanediol). Solvent: O1CCCC1 (tetrahydrofuran). The product is maleic acid ester, C1(CCCO1)=O (γ-butyrolactone), C(CCCO)O (1,4-butanediol). RXN SMILES: [CH2:1]([OH:6])[CH2:2][CH2:3][CH2:4][OH:5]>O1CCCC1>[C:1]1(=[O:6])[O:5][CH2:4][CH2:3][CH2:2]1.[CH2:1]([OH:6])[CH2:2][CH2:3][CH2:4][OH:5]. Procedure details: For example, 1,4-butanediol may be produced by means of chemical synthesis of succinic acid, succinic anhydride, a succinic acid ester, maleic acid, maleic anhydride, a maleic acid ester, tetrahydrofuran, γ-butyrolactone, or the like, as obtained by the fermentation method, or 1,4-butanediol may be produced from 1,3-butadiene obtained by the fermentation process. Of these, a method of obtaining 1,4-butanediol by means of hydrogenation of succinic acid in the presence of a reduction catalyst is e...